This data is from the Open Reaction Database (ORD), a public repository of structured organic reaction records. The task is: describe an organic reaction: reactants, conditions, products, and yield Starting materials: COc1ccccc1-c1nc2c([N+](=O)[O-])cccc2[nH]1, CCO, [Cl-], [Fe], [NH4+], O. Product: COc1ccccc1-c1nc2c(N)cccc2[nH]1. RXN SMILES: [CH3:1][O:2][c:3]1[c:4](-[c:9]2[n:10][c:11]3[c:12]([nH:13]2)[cH:14][cH:15][cH:16][c:17]3[N+:18]([O-:19])=[O:20])[cH:5][cH:6][cH:7][cH:8]1.[CH3:23][CH2:24][OH:25].[Cl-:21].[Fe:27].[NH4+:22].[OH2:26]>>[CH3:1][O:2][c:3]1[c:4](-[c:9]2[n:10][c:11]3[c:12]([nH:13]2)[cH:14][cH:15][cH:16][c:17]3[NH2:18])[cH:5][cH:6][cH:7][cH:8]1. The reactants are FC1=C(N)C=CC(=C1)F (2,4-Difluoro-aniline), O=C1C(CCC1)C#N (2-Oxo-cyclopentane-carbonitrile), [Cl-].[Ca+2].[Cl-] (calcium chloride). Product: FC1=C(C=CC(=C1)F)NC1=C(CCC1)C#N (2-(2',4'-Difluorophenyl)aminocyclopent-1-ene-1-carbonitrile). RXN SMILES: [F:1][C:2]1[CH:8]=[C:7]([F:9])[CH:6]=[CH:5][C:3]=1[NH2:4].O=[C:11]1[CH2:15][CH2:14][CH2:13][CH:12]1[C:16]#[N:17].[Cl-].[Ca+2].[Cl-]>>[F:1][C:2]1[CH:8]=[C:7]([F:9])[CH:6]=[CH:5][C:3]=1[NH:4][C:11]1[CH2:15][CH2:14][CH2:13][C:12]=1[C:16]#[N:17] |f:2.3.4|. Procedure details: 2,4-Difluoro-aniline (2.6 g, 20.0 mmol) (Aldrich Chemicals) cyano-ketone (Example 11) (2.2 g, 20.2 mmol), calcium chloride (2.5 g, 22.5 mmol) and T.H.F. (30 ml) were heated under reflux for 19 hours. After cooling, the mixture was filtered and the solvent evaporated. Kugelrohr distillation (125° C., 0.25 mmHg) gave the product as pale yellow crystals. The reactants are C1(CC=CCC1)C#N (3-Cyclohexene-1-carbonitrile), ClC1(C(=C(C(=C1Cl)Cl)Cl)Cl)Cl (hexachlorocyclopentadiene). The product is ClC12C(=C(C(C3CC(CCC13)C#N)(C2(Cl)Cl)Cl)Cl)Cl (1,2,3,4,9,9-hexachloro-1,4,4a,5,6,7,8,8a-octahydro-1,4-methanonaphthalene-6-carbonitrile). RXN SMILES: [CH:1]1([C:7]#[N:8])[CH2:6][CH2:5][CH:4]=[CH:3][CH2:2]1.[Cl:9][C:10]1([Cl:19])[C:14]([Cl:15])=[C:13]([Cl:16])[C:12]([Cl:17])=[C:11]1[Cl:18]>>[Cl:15][C:14]12[C:10]([Cl:9])([Cl:19])[C:11]([Cl:18])([CH:3]3[CH:4]1[CH2:5][CH2:6][CH:1]([C:7]#[N:8])[CH2:2]3)[C:12]([Cl:17])=[C:13]2[Cl:16]. Procedure details: 3-Cyclohexene-1-carbonitrile (Aldrich Chemical Corp.) (56 g.), and 200 g. of hexachlorocyclopentadiene were mixed, heated at 160°-170° C. for 6 hours, and then allowed to cool to room temperature. The reaction mixture was then vacuum distilled. Unreacted hexachlorocyclopentadiene was first removed and then the crude adduct produced was collected, 175°-170° C. at 0.3 m.m. Hg. The thick liquid was crystallized very slowly in Skelly "B". The crude solid melted at 140°-150° C. Starting materials: CCCCOC(=O)c1nc(Br)c2ccc(Oc3ccc(OCCC)cc3)cc2c1O, CCOC(C)=O, CN1CCCC1=O, Cl, N#C[Cu], [NH4+], [OH-]. Product: CCCCOC(=O)c1nc(C#N)c2ccc(Oc3ccc(OCCC)cc3)cc2c1O. Reaction SMILES: [CH2:1]([CH2:2][CH2:3][CH3:4])[O:5][C:6](=[O:7])[c:8]1[n:9][c:10]([Br:30])[c:11]2[cH:12][cH:13][c:14]([O:19][c:20]3[cH:21][cH:22][c:23]([O:26][CH2:27][CH2:28][CH3:29])[cH:24][cH:25]3)[cH:15][c:16]2[c:17]1[OH:18].[CH3:37][CH2:38][O:39][C:40]([CH3:41])=[O:42].[CH3:43][N:44]1[CH2:45][CH2:46][CH2:47][C:48]1=[O:49].[ClH:36].[Cu:31][C:32]#[N:33].[NH4+:34].[OH-:35]>>[CH2:1]([CH2:2][CH2:3][CH3:4])[O:5][C:6](=[O:7])[c:8]1[n:9][c:10]([C:32]#[N:33])[c:11]2[cH:12][cH:13][c:14]([O:19][c:20]3[cH:21][cH:22][c:23]([O:26][CH2:27][CH2:28][CH3:29])[cH:24][cH:25]3)[cH:15][c:16]2[c:17]1[OH:18]. The product is CCCOc1ccc(CN=[N+]=[N-])nc1OCc1ccccc1. Reaction SMILES: [C:40]([Br:41])([Br:42])([Br:43])[Br:44].[CH2:1]([c:2]1[cH:3][cH:4][cH:5][cH:6][cH:7]1)[O:8][c:9]1[c:10]([O:17][CH2:18][CH2:19][CH3:20])[cH:11][cH:12][c:13]([CH2:15][OH:16])[n:14]1.[CH3:50][N:51]([CH3:52])[CH:53]=[O:54].[N-:46]=[N+:47]=[N-:48].[Na+:45].[OH2:49].[c:21]1([P:22]([c:23]2[cH:24][cH:25][cH:26][cH:27][cH:28]2)[c:29]2[cH:30][cH:31][cH:32][cH:33][cH:34]2)[cH:35][cH:36][cH:37][cH:38][cH:39]1>>[CH2:1]([c:2]1[cH:3][cH:4][cH:5][cH:6][cH:7]1)[O:8][c:9]1[c:10]([O:17][CH2:18][CH2:19][CH3:20])[cH:11][cH:12][c:13]([CH2:15][N:46]=[N+:47]=[N-:48])[n:14]1. The reactants are BrC(Br)(Br)Br, CCCOc1ccc(CO)nc1OCc1ccccc1, CN(C)C=O, [N-]=[N+]=[N-], [Na+], O, c1ccc(P(c2ccccc2)c2ccccc2)cc1. Starting materials: CN1CCNCC1, CCOC(C)=O, CCOC(=O)c1c(Cl)nc2cc(Cl)c(OC)cc2c1CCl, O. Product: CCOC(=O)c1c(Cl)nc2cc(Cl)c(OC)cc2c1CN1CCN(C)CC1. RXN SMILES: [CH3:22][N:23]1[CH2:24][CH2:25][NH:26][CH2:27][CH2:28]1.[CH3:29][CH2:30][O:31][C:32](=[O:33])[CH3:34].[Cl:1][c:2]1[n:3][c:4]2[cH:5][c:6]([Cl:21])[c:7]([O:19][CH3:20])[cH:8][c:9]2[c:10]([CH2:17][Cl:18])[c:11]1[C:12](=[O:13])[O:14][CH2:15][CH3:16].[OH2:35]>>[Cl:1][c:2]1[n:3][c:4]2[cH:5][c:6]([Cl:21])[c:7]([O:19][CH3:20])[cH:8][c:9]2[c:10]([CH2:17][N:26]2[CH2:25][CH2:24][N:23]([CH3:22])[CH2:28][CH2:27]2)[c:11]1[C:12](=[O:13])[O:14][CH2:15][CH3:16]. Starting materials: ClC1=CC(=CC=C1)C(=O)OO (m-Chloroperbenzoic acid), CC(C)C1=C(C(=CC=C1)C(C)C)NC(=O)NC1=NN=C(N1)SCCCCCCCCCCCCC (N-[[[2,6-Bis(1-methylethyl)phenyl]amino]carbonyl]-5-(tridecylthio)-4H-1,2,4-triazol-3-amine). Run in C(Cl)Cl (CH2Cl2), ClCCl (dichloromethane). Reaction conditions: time 4 hour. Product: CC(C)C1=C(C(=CC=C1)C(C)C)NC(=O)NC1=NNC(=N1)S(=O)CCCCCCCCCCCCC (N-[2,6-Bis(1-methylethyl)phenyl]-N'-[5-(tridecylsulfinyl)-1H-1,2,4-triazol-3-yl]urea). As a reaction SMILES: ClC1C=CC=C(C(OO)=[O:9])C=1.[CH3:12][CH:13]([C:15]1[CH:20]=[CH:19][CH:18]=[C:17]([CH:21]([CH3:23])[CH3:22])[C:16]=1[NH:24][C:25]([NH:27][C:28]1[NH:32][C:31]([S:33][CH2:34][CH2:35][CH2:36][CH2:37][CH2:38][CH2:39][CH2:40][CH2:41][CH2:42][CH2:43][CH2:44][CH2:45][CH3:46])=[N:30][N:29]=1)=[O:26])[CH3:14]>ClCCl>[CH3:14][CH:13]([C:15]1[CH:20]=[CH:19][CH:18]=[C:17]([CH:21]([CH3:22])[CH3:23])[C:16]=1[NH:24][C:25]([NH:27][C:28]1[N:32]=[C:31]([S:33]([CH2:34][CH2:35][CH2:36][CH2:37][CH2:38][CH2:39][CH2:40][CH2:41][CH2:42][CH2:43][CH2:44][CH2:45][CH3:46])=[O:9])[NH:30][N:29]=1)=[O:26])[CH3:12]. Reported procedure: m-Chloroperbenzoic acid (0.26 g, 1.49 mmol) was added to a cooled (0° C.) solution of the compound of Example 15 in dichloromethane (25 mL). The solution was allowed to warm to room temperature and stirred for 4 hours. The mixture was diluted with CH2Cl2 (100 mL) and washed sequentially with NaHSO3, water, NaHCO3, and brine, dried over Na2SO4, concentrated, and triturated with hexane to give a white solid which was filtered and dried in vacuo to yield 0.42 g; m.p. 178°-181° C. Starting materials: C(C)(CC)N1C2=NC(=NC(=C2N=C1)C=1C=NC(=NC1)N)N1CCOCC1 (5-(9-sec-Butyl-2-morpholin-4-yl-9H-purin-6-yl)-pyrimidin-2-ylamine), C1CC(=O)N(C1=O)Br (NBS). Run in C(Cl)(Cl)Cl (chloroform). RXN SMILES: [CH:1]([N:5]1[CH:13]=[N:12][C:11]2[C:6]1=[N:7][C:8]([N:21]1[CH2:26][CH2:25][O:24][CH2:23][CH2:22]1)=[N:9][C:10]=2[C:14]1[CH:15]=[N:16][C:17]([NH2:20])=[N:18][CH:19]=1)([CH2:3][CH3:4])[CH3:2].C1C(=O)N([Br:34])C(=O)C1>C(Cl)(Cl)Cl>[Br:34][C:13]1[N:5]([CH:1]([CH2:3][CH3:4])[CH3:2])[C:6]2[C:11]([N:12]=1)=[C:10]([C:14]1[CH:15]=[N:16][C:17]([NH2:20])=[N:18][CH:19]=1)[N:9]=[C:8]([N:21]1[CH2:26][CH2:25][O:24][CH2:23][CH2:22]1)[N:7]=2. Run at time 2 hour. Reported procedure: To a solution of 5-(9-sec-Butyl-2-morpholin-4-yl-9H-purin-6-yl)-pyrimidin-2-ylamine, (200 mg, 0.57 mmol) in 15 ml of chloroform, was added slowly NBS, (120 mg, 0.68 mmol) at a temperature of 5° C. The reaction was continued for 2 hours at this temperature. After simple work-up, the product 5-(8-Bromo-9-sec-butyl-2-morpholin-4-yl-9H-purin-6-yl)-pyrimidin-2-ylamine was purified by flash column (solvent system: 50% ethyl acetate in hexane) to deliver the desired compound in a yield of 49% (120 mg). Yields the product BrC=1N(C2=NC(=NC(=C2N1)C=1C=NC(=NC1)N)N1CCOCC1)C(C)CC (5-(8-Bromo-9-sec-butyl-2-morpholin-4-yl-9H-purin-6-yl)-pyrimidin-2-ylamine). Isolated yield 49.0%.